This data is from the Open Reaction Database (ORD), a public repository of structured organic reaction records. The task is: describe an organic reaction: reactants, conditions, products, and yield The reactants are C(C)(=O)O[BH-](OC(C)=O)OC(C)=O.[Na+] (Sodium triacetoxyborohydride), Cl.Cl.C(CCC)C=1N=NC(=CC1C1=CC=C(C=C1)OC1CCCCC1)OCC1(CCNCC1)F (3-butyl-4-(4-cyclohexyloxy-phenyl)-6-(4-fluoro-piperidin-4-ylmethoxy)-pyridazine dihydrochloride), C=O (formaldehyde). Solvent: C(Cl)Cl (DCM), C(Cl)Cl (DCM), C(Cl)Cl (DCM), O (water). Conditions: time 5 minute. Yields the product C(CCC)C=1N=NC(=CC1C1=CC=C(C=C1)OC1CCCCC1)OCC1(CCN(CC1)C)F (3-butyl-4-(4-cyclohexyloxy-phenyl)-6-(4-fluoro-1-methyl-piperidin-4-yl methoxy)-pyridazine). RXN SMILES: Cl.Cl.[CH2:3]([C:7]1[N:8]=[N:9][C:10]([O:26][CH2:27][C:28]2([F:34])[CH2:33][CH2:32][NH:31][CH2:30][CH2:29]2)=[CH:11][C:12]=1[C:13]1[CH:18]=[CH:17][C:16]([O:19][CH:20]2[CH2:25][CH2:24][CH2:23][CH2:22][CH2:21]2)=[CH:15][CH:14]=1)[CH2:4][CH2:5][CH3:6].C=O.[C:37](O[BH-](OC(=O)C)OC(=O)C)(=O)C.[Na+]>C(Cl)Cl.O>[CH2:3]([C:7]1[N:8]=[N:9][C:10]([O:26][CH2:27][C:28]2([F:34])[CH2:33][CH2:32][N:31]([CH3:37])[CH2:30][CH2:29]2)=[CH:11][C:12]=1[C:13]1[CH:14]=[CH:15][C:16]([O:19][CH:20]2[CH2:21][CH2:22][CH2:23][CH2:24][CH2:25]2)=[CH:17][CH:18]=1)[CH2:4][CH2:5][CH3:6] |f:0.1.2,4.5|. Procedure: To a solution of 3-butyl-4-(4-cyclohexyloxy-phenyl)-6-(4-fluoro-piperidin-4-ylmethoxy)-pyridazine dihydrochloride (0.058 mmol, 30 mg) in DCM (2 mL) was added formaldehyde solution in water (37%, 1 mL), and stirred for 5 min. Sodium triacetoxyborohydride (0.35 mmol, 75 mg) was added stirred at room temperature for 2 h. Reaction was diluted with DCM (5 mL), DCM layer was separated and washed with saturated NaHCO3 solution, dried (Na2SO4), filtered and concentrated under reduced pressure. The resid... Reactants: FC(CN=C(NC1=NC(=CC=C1)SCCCCC(OC)=N)N)(F)F (methyl 5-[2-(2-[2,2,2-trifluoroethyl]guanidino)pyrid-6-ylthio]valerimidate), CNCC(OCC)OCC (N-methyl-2,2-diethoxyethylamine), CO (MeOH). Product: C(\C=C/C(=O)O)(=O)O.CN1C(=NC=C1)CCCCSC1=CC=CC(=N1)NC(=NCC(F)(F)F)N (1-methyl-2-[4-(2-[2-(2,2,2-trifluoroethyl)guanidino]pyrid-6-ylthio)butyl]imidazole hydrogen maleate). RXN SMILES: [F:1][C:2]([F:24])([F:23])[CH2:3][N:4]=[C:5]([NH2:22])[NH:6][C:7]1[CH:12]=[CH:11][CH:10]=[C:9]([S:13][CH2:14][CH2:15][CH2:16][CH2:17][C:18](=[NH:21])[O:19]C)[N:8]=1.C[NH:26][CH2:27][CH:28]([O:32]CC)[O:29]CC.[CH3:35][OH:36]>>[C:18]([OH:19])(=[O:36])/[CH:17]=[CH:27]\[C:28]([OH:29])=[O:32].[CH3:35][N:21]1[CH:28]=[CH:27][N:26]=[C:18]1[CH2:17][CH2:16][CH2:15][CH2:14][S:13][C:9]1[N:8]=[C:7]([NH:6][C:5]([NH2:22])=[N:4][CH2:3][C:2]([F:24])([F:23])[F:1])[CH:12]=[CH:11][CH:10]=1 |f:3.4|. Procedure: A solution of methyl 5-[2-(2-[2,2,2-trifluoroethyl]guanidino)pyrid-6-ylthio]valerimidate (0.3 g.) and N-methyl-2,2-diethoxyethylamine (0.44 g.) in MeOH (3 ml.) was kept at room temperature for 48 hours and then evaporated to dryness. The residue was dissolved in concentrated aqueous HCl and the solution heated at 90° for 30 minutes and then evaporated to dryness. The residue was partitioned between H2O and EtOAc and the aqueous phase basified with 10N NaOH and then extracted with EtOAc. The EtOA... Reactants: CCOC(=O)C(Br)C1CCCCC1, CCO, Oc1ccc(Oc2ccccc2)cc1. Yields the product CCOC(=O)C(Oc1ccc(Oc2ccccc2)cc1)C1CCCCC1. RXN SMILES: [Br:15][CH:16]([C:17](=[O:18])[O:19][CH2:20][CH3:21])[CH:22]1[CH2:23][CH2:24][CH2:25][CH2:26][CH2:27]1.[CH3:28][CH2:29][OH:30].[O:1]([c:2]1[cH:3][cH:4][cH:5][cH:6][cH:7]1)[c:8]1[cH:9][cH:10][c:11]([OH:14])[cH:12][cH:13]1>>[O:1]([c:2]1[cH:3][cH:4][cH:5][cH:6][cH:7]1)[c:8]1[cH:9][cH:10][c:11]([O:14][CH:16]([C:17](=[O:18])[O:19][CH2:20][CH3:21])[CH:22]2[CH2:23][CH2:24][CH2:25][CH2:26][CH2:27]2)[cH:12][cH:13]1. The reactants are C1(=CC=CC=C1)C1C2=C(C=CC=C2)C2(CCNCC2)S1 (1,3-dihydro-3-phenylspiro[benzo(c)thiophene-1,4'-piperidine]), C1(CC1)C(=O)Cl (cyclopropylcarbonyl chloride), C([O-])(O)=O.[Na+] (sodium bicarbonate). The solvent is ClCCl (dichloromethane). Run at time 16 hour. Yields the product C1(CC1)C(=O)N1CCC2(CC1)SC(C1=C2C=CC=C1)C1=CC=CC=C1 (1'-cyclopropylcarbonyl-1,3-dihydro-3-phenylspiro[benzo(c)thiophene-1,4'-piperidine]). Reaction SMILES: [C:1]1([CH:7]2[S:20][C:14]3([CH2:19][CH2:18][NH:17][CH2:16][CH2:15]3)[C:9]3[CH:10]=[CH:11][CH:12]=[CH:13][C:8]2=3)[CH:6]=[CH:5][CH:4]=[CH:3][CH:2]=1.[CH:21]1([C:24](Cl)=[O:25])[CH2:23][CH2:22]1.C(=O)(O)[O-].[Na+]>ClCCl>[CH:21]1([C:24]([N:17]2[CH2:16][CH2:15][C:14]3([C:9]4[CH:10]=[CH:11][CH:12]=[CH:13][C:8]=4[CH:7]([C:1]4[CH:2]=[CH:3][CH:4]=[CH:5][CH:6]=4)[S:20]3)[CH2:19][CH2:18]2)=[O:25])[CH2:23][CH2:22]1 |f:2.3|. Reported procedure: A mixture of 0.5 g of 1,3-dihydro-3-phenylspiro[benzo(c)thiophene-1,4'-piperidine], Example 4, 0.4 g of cyclopropylcarbonyl chloride and 1.0 g of sodium bicarbonate in 20 ml of dichloromethane is stirred at ambient temperature for 16 hours. The well stirred mixture is filtered and the filtrate is concentrated to dryness. The residue is passed through a silica gel/ether column with an ether eluant to provide pure 1'-cyclopropylcarbonyl-1,3-dihydro-3-phenylspiro[benzo(c)thiophene-1,4'-piperidine]. Reactants: ClC(=C(C)C)N(C)C (1-Chloro-N,N,2-trimethylpropenylamine), C(C)OC(=O)C1=C(N(C=C1)C(C)C)C(O)C1=CC=C(C=C1)C#N (2-[(4-cyano-phenyl)-hydroxy-methyl]-1-isopropyl-1H-pyrrole-3-carboxylic acid ethyl ester). The solvent is C(Cl)Cl (CH2Cl2), C(Cl)Cl (CH2Cl2). Conditions: time 2.5 hour. The product is C(C)OC(=O)C1=C(N(C=C1)C(C)C)C(C1=CC=C(C=C1)C#N)Cl (2-[Chloro-(4-cyano-phenyl)-methyl]-1-isopropyl-1H-pyrrole-3-carboxylic acid ethyl ester). RXN SMILES: [Cl:1]C(N(C)C)=C(C)C.[CH2:9]([O:11][C:12]([C:14]1[CH:18]=[CH:17][N:16]([CH:19]([CH3:21])[CH3:20])[C:15]=1[CH:22]([C:24]1[CH:29]=[CH:28][C:27]([C:30]#[N:31])=[CH:26][CH:25]=1)O)=[O:13])[CH3:10]>C(Cl)Cl>[CH2:9]([O:11][C:12]([C:14]1[CH:18]=[CH:17][N:16]([CH:19]([CH3:21])[CH3:20])[C:15]=1[CH:22]([Cl:1])[C:24]1[CH:29]=[CH:28][C:27]([C:30]#[N:31])=[CH:26][CH:25]=1)=[O:13])[CH3:10]. Procedure: 1-Chloro-N,N,2-trimethylpropenylamine [26189-59-3] (4.80 mmol) was added to a solution of 2-[(4-cyano-phenyl)-hydroxy-methyl]-1-isopropyl-1H-pyrrole-3-carboxylic acid ethyl ester (Step H4) (3.20 mmol) in CH2Cl2 (15 mL) and the mixture was stirred at rt for 2.5 h. CH2Cl2 was added and the reaction mixture was concentrated to dryness (2×) to afford the title compound as a yellow-orange oil. tR: 5.71 min (sample in MeOH) (HPLC 4); ESI-MS: tR=1.26 min (LC-MS 1).